Dataset: the Open Reaction Database (ORD), a public repository of structured organic reaction records. Task: describe an organic reaction: reactants, conditions, products, and yield The reactants are N1=CC=CC=C1 (Pyridine), FC1=C(C=CC2=CC=C(C(=C12)F)F)O (1,7,8-trifluoro-2-naphthol), FC(S(=O)(=O)O)(F)F (trifluoromethanesulfonic acid), ice water. Run in ClCCl (dichloromethane), ClCCl (dichloromethane), O (Water). Reaction conditions: time 30 minute. Product: FC(S(=O)(=O)OC1=C(C2=C(C(=CC=C2C=C1)F)F)F)(F)F (1,7,8-trifluoronaphthalene-2-yl trifluoromethanesulfonate). As a reaction SMILES: N1C=CC=CC=1.[F:7][C:8]1[C:17]2[C:12](=[CH:13][CH:14]=[C:15]([F:19])[C:16]=2[F:18])[CH:11]=[CH:10][C:9]=1[OH:20].[F:21][C:22]([F:28])([F:27])[S:23](O)(=[O:25])=[O:24]>ClCCl.O>[F:21][C:22]([F:28])([F:27])[S:23]([O:20][C:9]1[CH:10]=[CH:11][C:12]2[C:17](=[C:16]([F:18])[C:15]([F:19])=[CH:14][CH:13]=2)[C:8]=1[F:7])(=[O:25])=[O:24]. Reported procedure: Pyridine (10 ml) was added slowly and dropwise to a dichloromethane (60 ml) solution of 1,7,8-trifluoro-2-naphthol (10 g) and trifluoromethanesulfonic acid anhydrate (10.3 ml) at the temperature of the ice/water, and then the reaction solution was stirred for 30 minutes. Water and dichloromethane were added slowly in the reaction solution. The organic layer was removed, and the aqueous layer was extracted with dichloromethane. The organic layers were combined, washed with water, 10% hydrochloric... The reactants are COC(C1=C(C(=CC=C1)O)N(S(=O)(=O)C1=CC=C(C=C1)OC)CC1=CC=CC=C1)=O (2-[Benzyl-(4-methoxy-benzenesulfonyl)-amino]-3-hydroxy-benzoic acid methyl ester), ICC(F)(F)F (2-iodo-1,1,1-trifluoroethane). Yields the product COC(C1=C(C(=CC=C1)OCC(F)(F)F)N(S(=O)(=O)C1=CC=C(C=C1)OC)CC1=CC=CC=C1)=O (2-[Benzyl-(4-methoxy-benzenesulfonyl)-amino]-3-(2,2,2-trifluoro-ethoxy)-benzoic acid methyl ester). Isolated yield 48.4%. RXN SMILES: [CH3:1][O:2][C:3](=[O:30])[C:4]1[CH:9]=[CH:8][CH:7]=[C:6]([OH:10])[C:5]=1[N:11]([CH2:23][C:24]1[CH:29]=[CH:28][CH:27]=[CH:26][CH:25]=1)[S:12]([C:15]1[CH:20]=[CH:19][C:18]([O:21][CH3:22])=[CH:17][CH:16]=1)(=[O:14])=[O:13].I[CH2:32][C:33]([F:36])([F:35])[F:34]>>[CH3:1][O:2][C:3](=[O:30])[C:4]1[CH:9]=[CH:8][CH:7]=[C:6]([O:10][CH2:32][C:33]([F:36])([F:35])[F:34])[C:5]=1[N:11]([CH2:23][C:24]1[CH:29]=[CH:28][CH:27]=[CH:26][CH:25]=1)[S:12]([C:15]1[CH:20]=[CH:19][C:18]([O:21][CH3:22])=[CH:17][CH:16]=1)(=[O:13])=[O:14]. Reported procedure: In the same manner as described in Example 38, 0.40 g (0.937 mmol) of the product of Example 37 and 0.185 mL (1.873 mmol) of 2-iodo-1,1,1-trifluoroethane provided 0.231 g (48%) of the desired product as a colorless oil. Electrospray Mass Spec: 510.3 (M+H)+ Starting materials: ClCC=1N=C(OC1C)C1=CC(=C(C=C1)F)C (4-chloromethyl-2-(4-fluoro-3-methyl-phenyl)-5-methyl-oxazole), C([O-])([O-])=O.[Cs+].[Cs+] (cesium carbonate), [I-].[K+] (potassium iodide), COC([C@H](CC1=C(C=C(C=C1C)O)C)OCC)=O ((2S)-2-ethoxy-3-(4-hydroxy-2,6-dimethyl-phenyl)-propionic acid methyl ester). Yields the product COC([C@H](CC1=C(C=C(C=C1C)OCC=1N=C(OC1C)C1=CC(=C(C=C1)F)C)C)OCC)=O ((S)-2-ethoxy-3-{4-[2-(4-fluoro-3-methyl-phenyl)-5-methyl-oxazol-4-ylmethoxy]-2,6-dimethyl-phenyl}-propionic acid methyl ester). As a reaction SMILES: [CH3:1][O:2][C:3](=[O:18])[C@@H:4]([O:15][CH2:16][CH3:17])[CH2:5][C:6]1[C:11]([CH3:12])=[CH:10][C:9]([OH:13])=[CH:8][C:7]=1[CH3:14].Cl[CH2:20][C:21]1[N:22]=[C:23]([C:27]2[CH:32]=[CH:31][C:30]([F:33])=[C:29]([CH3:34])[CH:28]=2)[O:24][C:25]=1[CH3:26].C(=O)([O-])[O-].[Cs+].[Cs+].[I-].[K+]>>[CH3:1][O:2][C:3](=[O:18])[C@@H:4]([O:15][CH2:16][CH3:17])[CH2:5][C:6]1[C:11]([CH3:12])=[CH:10][C:9]([O:13][CH2:20][C:21]2[N:22]=[C:23]([C:27]3[CH:32]=[CH:31][C:30]([F:33])=[C:29]([CH3:34])[CH:28]=3)[O:24][C:25]=2[CH3:26])=[CH:8][C:7]=1[CH3:14] |f:2.3.4,5.6|. Reported procedure: In analogy to the procedure described in example 1 f], (2S)-2-ethoxy-3-(4-hydroxy-2,6-dimethyl-phenyl)-propionic acid methyl ester (example 29 e]) was reacted with 4-chloromethyl-2-(4-fluoro-3-methyl-phenyl)-5-methyl-oxazole (example 5 b]) in the presence of cesium carbonate and potassium iodide to yield (S)-2-ethoxy-3-{4-[2-(4-fluoro-3-methyl-phenyl)-5-methyl-oxazol-4-ylmethoxy]-2,6-dimethyl-phenyl}-propionic acid methyl ester as colorless liquid. Reactants: Cc1cnc(C=O)c(C)c1, ClCCl, NCc1ncccc1N1CCCc2ccccc21. Yields the product Cc1cnc(CNCc2ncccc2N2CCCc3ccccc32)c(C)c1. Reaction SMILES: [CH3:19][c:20]1[c:21]([CH:27]=[O:28])[n:22][cH:23][c:24]([CH3:26])[cH:25]1.[Cl:29][CH2:30][Cl:31].[N:1]1([c:11]2[c:12]([CH2:17][NH2:18])[n:13][cH:14][cH:15][cH:16]2)[CH2:2][CH2:3][CH2:4][c:5]2[cH:6][cH:7][cH:8][cH:9][c:10]21>>[N:1]1([c:11]2[c:12]([CH2:17][NH:18][CH2:27][c:21]3[c:20]([CH3:19])[cH:25][c:24]([CH3:26])[cH:23][n:22]3)[n:13][cH:14][cH:15][cH:16]2)[CH2:2][CH2:3][CH2:4][c:5]2[cH:6][cH:7][cH:8][cH:9][c:10]21. Starting materials: aldehyde, starting compound, [N+](=O)([O-])C (nitromethane), N1CCCCC1 (piperidine), C(C)(=O)O (acetic acid), C1=CC=CC=C1 (benzene). Yields the product CC1C=2C=CC=NC2CCN1 (5-Methyl-5,6,7,8-tetrahydro-[1,6]naphthyridine). RXN SMILES: [N+:1]([CH3:4])([O-])=O.[NH:5]1[CH2:10][CH2:9]CCC1.C(O)(=O)C.[CH:15]1[CH:20]=[CH:19][CH:18]=[CH:17][CH:16]=1>>[CH3:9][CH:10]1[NH:5][CH2:16][CH2:17][C:18]2[N:1]=[CH:4][CH:15]=[CH:20][C:19]1=2. Reported procedure: To a solution of aldehyde A (1 mol) in benzene (approx. 20 ml per 1 g of the starting compound) nitromethane (1.2 mol), piperidine (0.1 mol) and acetic acid (0.1 mol) are added. The reaction mixture is refluxed for 2.5 h with azeotrope removing of water. Then, the solvent is evaporated in vacuo. The residue is triturated with cold methanol, filtered, washed with cold methanol that resulted in product crystals in good to moderate yields.